Dataset: the Open Reaction Database (ORD), a public repository of structured organic reaction records. Task: describe an organic reaction: reactants, conditions, products, and yield Starting materials: C(C)OC(=O)[C@@H](CCC1=CC=CC=C1)N[C@@H](C)C(=O)O (N-(1(R)-ethoxycarbonyl-3-phenylpropyl)-L-alanine), C(C)OC(=O)C(CCC1CCCCC1)N[C@@H](C)C(=O)O (N-(1-ethoxycarbonyl-3-cyclohexylpropyl)-L-alanine), C(=O)(O)C(CCC1=CC=CC=C1)N[C@@H](C)C(=O)O (N-(1-carboxy-3-phenylpropyl)-L-alanine). Yields the product C(C)OC(=O)[C@H](CCC1=CC=CC=C1)N[C@@H](C)C(=O)O (N-(1(S)-ethoxycarbonyl-3-phenylpropyl)-L-alanine). The yield is 85.0%. As a reaction SMILES: [CH2:1]([O:3][C:4]([C@H:6]([NH:15][C@H:16]([C:18]([OH:20])=[O:19])[CH3:17])[CH2:7][CH2:8][C:9]1[CH:14]=[CH:13][CH:12]=[CH:11][CH:10]=1)=[O:5])[CH3:2].C(OC(C(N[C@H](C(O)=O)C)CCC1CCCCC1)=O)C.C(C(N[C@H](C(O)=O)C)CCC1C=CC=CC=1)(O)=O>>[CH2:1]([O:3][C:4]([C@@H:6]([NH:15][C@H:16]([C:18]([OH:20])=[O:19])[CH3:17])[CH2:7][CH2:8][C:9]1[CH:14]=[CH:13][CH:12]=[CH:11][CH:10]=1)=[O:5])[CH3:2]. Procedure details: According to the same manner as that described in Example 1, the catalytic reduction was carried out to give a reaction solution containing 10% (w/w) of N-(1(R)-ethoxycarbonyl-3-phenylpropyl)-L-alanine, 0.1% (w/w) of N-(1-ethoxycarbonyl-3-cyclohexylpropyl)-L-alanine and 7% (w/w) of N-(1-carboxy-3-phenylpropyl)-L-alanine, based on N-(1(S)-ethoxycarbonyl-3-phenylpropyl)-L-alanine, respectively. The reaction yield was 85%. According to the same manner as that described in Example 1, the crystalliza... The reactants are C([O-])([O-])=O.[Na+].[Na+] (sodium carbonate), CC(CC)NCCN1C(C(NC(C1)(C)C)(C)C)=O (1-[2-(2-butylamino)ethyl]-3,3,5,5-tetramethyl-2-piperazinone), N1=C(Cl)N=C(Cl)N=C1Cl (cyanuric chloride). The solvent is O (water), CC(=O)C (acetone), O (water), CC(=O)C (acetone), O (water). Reaction conditions: time 30 minute. Product: ClC1=NC(=NC(=N1)Cl)N(CCN1C(C(NC(C1)(C)C)(C)C)=O)C(CC)C (2,4-dichloro-6-[1-methylpropyl[2-(3,3,5,5-tetramethyl-2-oxo-1-piperazinyl)ethyl]amino]-1,3,5-triazine). As a reaction SMILES: [N:1]1[C:8]([Cl:9])=[N:7][C:5](Cl)=[N:4][C:2]=1[Cl:3].[CH3:10][CH:11]([NH:14][CH2:15][CH2:16][N:17]1[CH2:22][C:21]([CH3:24])([CH3:23])[NH:20][C:19]([CH3:26])([CH3:25])[C:18]1=[O:27])[CH2:12][CH3:13].C(=O)([O-])[O-].[Na+].[Na+]>CC(C)=O.O>[Cl:9][C:8]1[N:1]=[C:2]([Cl:3])[N:4]=[C:5]([N:14]([CH:11]([CH3:10])[CH2:12][CH3:13])[CH2:15][CH2:16][N:17]2[CH2:22][C:21]([CH3:23])([CH3:24])[NH:20][C:19]([CH3:25])([CH3:26])[C:18]2=[O:27])[N:7]=1 |f:2.3.4|. Procedure details: In a 1 liter three-necked flask were placed 300 ml of water which was cooled to 1° C. 46.1 g (0.25 mole) of cyanuric chloride was dissolved in 240 ml acetone and added to the water in the flask. A white slurry formed which was stirred while adding to it dropwise, 63.9 g (0.25 mole) of 1-[2-(2-butylamino)ethyl]-3,3,5,5-tetramethyl-2-piperazinone in 60 ml acetone and 13.3 g of sodium carbonate in 60 ml water. The addition took about 30 min.